Dataset: the Open Reaction Database (ORD), a public repository of structured organic reaction records. Task: describe an organic reaction: reactants, conditions, products, and yield Starting materials: SC1=CC=C(C(=O)OC)C=C1 (methyl 4-mercaptobenzoate), solution, ClC(CN1C=NC=C1)C1=C(C=C(C=C1)Cl)Cl (1-[2-chloro-2-(2,4-dichlorophenyl)ethyl]imidazole), [H-].[Na+] (sodium hydride). Run in CN(C=O)C (dimethylformamide), CN(C=O)C (dimethylformamide). Conditions: time 30 minute. The product is ClC1=C(C=CC(=C1)Cl)C(CN1C=NC=C1)SC1=CC=C(C(=O)OC)C=C1 (Methyl 4-[1-(2,4-dichlorophenyl)-2-(imidazol-1-yl)ethylthio]benzoate). As a reaction SMILES: [SH:1][C:2]1[CH:11]=[CH:10][C:5]([C:6]([O:8][CH3:9])=[O:7])=[CH:4][CH:3]=1.[H-].[Na+].Cl[CH:15]([C:22]1[CH:27]=[CH:26][C:25]([Cl:28])=[CH:24][C:23]=1[Cl:29])[CH2:16][N:17]1[CH:21]=[CH:20][N:19]=[CH:18]1>CN(C)C=O>[Cl:29][C:23]1[CH:24]=[C:25]([Cl:28])[CH:26]=[CH:27][C:22]=1[CH:15]([S:1][C:2]1[CH:3]=[CH:4][C:5]([C:6]([O:8][CH3:9])=[O:7])=[CH:10][CH:11]=1)[CH2:16][N:17]1[CH:21]=[CH:20][N:19]=[CH:18]1 |f:1.2|. Procedure details: 415 mg of methyl 4-mercaptobenzoate were dissolved in 3 ml of dry dimethylformamide, and 108 mg of a 55% w/w suspension of sodium hydride in mineral oil were then added to the resulting solution, whilst ice-cooling, after which the mixture was stirred at room temperature for 30 minutes. 567 mg of a solution of 1-[2-chloro-2-(2,4-dichlorophenyl)ethyl]imidazole dissolved in 3 ml of dry dimethylformamide were then added to the resulting solution, and the mixture was heated at 60° to 70° C. for 7 ho... Starting materials: intermediate 19, FC1=C(C(=CC=C1)F)O (2,6-difluoro-phenol), COC(C(CC1CCOCC1)Br)=O (2-bromo-3-(tetrahydro-pyran-4-yl)-propionic acid methyl ester), ClC=1C(N(N=CC1Cl)C1OCCCC1)=O (4,5-dichloro-2-(tetrahydropyran-2-yl)-2H-pyridazin-3-one), ClC=1C(N(N=CC1Cl)C1OCCCC1)=O (4,5-dichloro-2-(tetrahydropyran-2-yl)-2H-pyridazin-3-one), COC(C(CC1CCOCC1)Br)=O (2-bromo-3-(tetrahydro-pyran-4-yl)-propionic acid methyl ester). The product is FC1=C(OC=2C=NN(C(C2)=O)C(C(=O)O)CC2CCOCC2)C(=CC=C1)F (2-[4-(2,6-difluoro-phenoxy)-6-oxo-6H-pyridazin-1-yl]-3-(tetrahydro-pyran-4-yl)-propionic acid). RXN SMILES: Cl[C:2]1[C:3](=[O:15])[N:4](C2CCCCO2)[N:5]=[CH:6][C:7]=1Cl.[F:16][C:17]1[CH:22]=[CH:21][CH:20]=[C:19]([F:23])[C:18]=1[OH:24].C[O:26][C:27](=[O:37])[CH:28](Br)[CH2:29][CH:30]1[CH2:35][CH2:34][O:33][CH2:32][CH2:31]1>>[F:16][C:17]1[CH:22]=[CH:21][CH:20]=[C:19]([F:23])[C:18]=1[O:24][C:7]1[CH:6]=[N:5][N:4]([CH:28]([CH2:29][CH:30]2[CH2:35][CH2:34][O:33][CH2:32][CH2:31]2)[C:27]([OH:26])=[O:37])[C:3](=[O:15])[CH:2]=1. Procedure: In an analogous manner to the stepwise sequence outlined in intermediate 19, starting from 4,5-dichloro-2-(tetrahydropyran-2-yl)-2H-pyridazin-3-one (Intermediate 20) and 2,6-difluoro-phenol and alkylating with 2-bromo-3-(tetrahydro-pyran-4-yl)-propionic acid methyl ester (Intermediate 14) afforded 2-[4-(2,6-difluoro-phenoxy)-6-oxo-6H-pyridazin-1-yl]-3-(tetrahydro-pyran-4-yl)-propionic acid as a white solid (223 mg, 88% for the final step); ES+-HRMS m/e calcd for C18H18N2O5F2 [M+H+] 381.1257, fou... Starting materials: ClC(Cl)(Cl)Cl, CC(C)(C)C#CCCO, CCCCCC, c1ccc(P(c2ccccc2)c2ccccc2)cc1. The product is CC(C)(C)C#CCCCl. RXN SMILES: [C:29]([Cl:30])([Cl:31])([Cl:32])[Cl:33].[CH3:1][C:2]([C:3]#[C:4][CH2:5][CH2:6][OH:7])([CH3:8])[CH3:9].[CH3:34][CH2:35][CH2:36][CH2:37][CH2:38][CH3:39].[c:10]1([P:11]([c:12]2[cH:13][cH:14][cH:15][cH:16][cH:17]2)[c:18]2[cH:19][cH:20][cH:21][cH:22][cH:23]2)[cH:24][cH:25][cH:26][cH:27][cH:28]1>>[CH3:1][C:2]([C:3]#[C:4][CH2:5][CH2:6][Cl:30])([CH3:8])[CH3:9].